Dataset: the Open Reaction Database (ORD), a public repository of structured organic reaction records. Task: describe an organic reaction: reactants, conditions, products, and yield Starting materials: [ 3S/R,4S/R,(2S) ], C(C)(C)(C)OC(CC(C(CF)O)NC(=O)C1N(CCCC1)C(=O)OCC1=CC=CC=C1)=O (5-fluoro-4-hydroxy-3-[1-(benzyloxycarbonyl)-2-piperidinecarboxamido]-pentanoic acid tert-butyl ester). Reagents/catalysts: [Pd] (Pd/C). The solvent is C(C)(=O)OCC (ethyl acetate). Reaction conditions: time 3 hour. The product is C(C)(C)(C)OC(CC(C(CF)O)NC(=O)C1NCCCC1)=O (5-Fluoro-4-hydroxy-3-[2-piperidinecarboxamido]-pentanoic acid tert-butyl ester). RXN SMILES: [C:1]([O:5][C:6](=[O:32])[CH2:7][CH:8]([NH:13][C:14]([CH:16]1[CH2:21][CH2:20][CH2:19][CH2:18][N:17]1C(OCC1C=CC=CC=1)=O)=[O:15])[CH:9]([OH:12])[CH2:10][F:11])([CH3:4])([CH3:3])[CH3:2]>C(OCC)(=O)C.[Pd]>[C:1]([O:5][C:6](=[O:32])[CH2:7][CH:8]([NH:13][C:14]([CH:16]1[CH2:21][CH2:20][CH2:19][CH2:18][NH:17]1)=[O:15])[CH:9]([OH:12])[CH2:10][F:11])([CH3:4])([CH3:2])[CH3:3]. Procedure details: A stirred solution of [3S/R,4S/R,(2S)]-5-fluoro-4-hydroxy-3-[1-(benzyloxycarbonyl)-2-piperidinecarboxamido]-pentanoic acid tert-butyl ester (7.37 g, 16.29 mmol) in ethyl acetate (150 ml) was treated with 10% Pd/C (830 mg). The reaction mixture was then thoroughly degassed and placed under a hydrogen balloon. The resulting mixture was stirred at room temperature for 3 hrs after which it was filtered through celite and concentrated to the sub-title compound as a colorless gum (5.17 g, 100%): 1H NM... The reactants are C(=O)(O)[O-].[Na+] (NaHCO3), BrC=1C=CC2=C(N(C(=N2)C(Cl)(Cl)Cl)C)C1 (6-bromo-1-methyl-2-(trichloromethyl)-1H-benzimidazole), N,0-dimethylhydroxylamine hydrochloride, C(=O)(O)[O-].[Na+] (NaHCO3), CC#N (CH3CN), O (water). Conditions: temperature 60 celsius, time 8 hour. Yields the product BrC=1C=CC2=C(N(C(=N2)C(=O)N(C)OC)C)C1 (6-Bromo-N-methoxy-N,1-dimethyl-1H-benzimidazole-2-carboxamide). RXN SMILES: [C:1]([O-:4])(O)=O.[Na+].[Br:6][C:7]1[CH:8]=[CH:9][C:10]2[N:14]=[C:13]([C:15](Cl)(Cl)Cl)[N:12]([CH3:19])[C:11]=2[CH:20]=1.C[C:22]#[N:23].[OH2:24]>>[Br:6][C:7]1[CH:8]=[CH:9][C:10]2[N:14]=[C:13]([C:15]([N:23]([O:4][CH3:1])[CH3:22])=[O:24])[N:12]([CH3:19])[C:11]=2[CH:20]=1 |f:0.1|. Procedure details: NaHCO3 (717 mg) was added to a mixture of 6-bromo-1-methyl-2-(trichloromethyl)-1H-benzimidazole (400 mg), N,0-dimethylhydroxylamine hydrochloride (357 mg), NaHCO3 (512 mg), CH3CN (6 ml) and water (2 ml) at room temperature. The mixture was stirred at 60° C. overnight. The mixture was quenched with brine and extracted with EtOAc. The organic layer was separated, washed with brine, dried over MgSO4 and concentrated in vacuo. The residue was purified by silica gel column chromatography (hexane/EtOA... Starting materials: CO, COC(=O)C=CC=CCSc1ccccc1, [Na+], [OH-]. Product: O=C(O)C=CC=CCSc1ccccc1. As a reaction SMILES: [CH3:19][OH:20].[CH3:1][O:2][C:3]([CH:4]=[CH:5][CH:6]=[CH:7][CH2:8][S:9][c:10]1[cH:11][cH:12][cH:13][cH:14][cH:15]1)=[O:16].[Na+:18].[OH-:17]>>[O:2]=[C:3]([CH:4]=[CH:5][CH:6]=[CH:7][CH2:8][S:9][c:10]1[cH:11][cH:12][cH:13][cH:14][cH:15]1)[OH:16]. Reactants: OC1=NC2=CC=CC=C2C(=C1)C(=O)OC (methyl 2-hydroxy-4-quinolinecarboxylate), C1(=CC=CC=C1)[Li] (phenyl lithium), O (water). Solvent: C1CCOC1 (THF). Run at time 2 hour. Yields the product C1(=CC=CC=C1)C(O)(C1=CC(=NC2=CC=CC=C12)O)C1=CC=CC=C1 (α,α-Diphenyl-2-hydroxy-4-quinolinemethanol). The yield is 194.3%. Reaction SMILES: [OH:1][C:2]1[CH:11]=[C:10]([C:12]([O:14]C)=O)[C:9]2[C:4](=[CH:5][CH:6]=[CH:7][CH:8]=2)[N:3]=1.[C:16]1([Li])[CH:21]=[CH:20][CH:19]=[CH:18][CH:17]=1.O>C1COCC1>[C:16]1([C:12]([C:4]2[CH:9]=[CH:8][CH:7]=[CH:6][CH:5]=2)([C:10]2[C:9]3[C:4](=[CH:5][CH:6]=[CH:7][CH:8]=3)[N:3]=[C:2]([OH:1])[CH:11]=2)[OH:14])[CH:21]=[CH:20][CH:19]=[CH:18][CH:17]=1. Procedure: A solution of methyl 2-hydroxy-4-quinolinecarboxylate (406 mg, 2 mmol) in THF (20 mL) at 0° C. was treated with a solution of phenyl lithium (1.8-M in THF, 2.3 mL, 4.2 mmol), stirred at room temperature for 2 h, poured into water (100 mL), the resulting precipitate filtered and dried to give the title compound (636 mg, 97%) as a cream solid: mp>350° C.; IR νmax (Nujol)/cm−1 3550-3300,3085, 3059, 2924, 2854, 1652, 1461, 1377, 759, 750 and 698; NMR δH (400 MHz, ?) 5.66 (1H, s), 6.88 (1H, t, J 7.6 ... The reactants are C(C1=CC=CC=C1)N1CCC(CC1)N(C1=NC=CC=C1C=C(C)C)CC (1-Benzyl-4-[N-ethyl-N-(3-(2-methyl-1-propenyl)-2-pyridinyl)amino]piperidine), C1=CN(C=N1)C(=O)N2C=CN=C2 (CDI), N1C(=CC=C1)C(=O)O (pyrrole-2-carboxylic acid). Reagents/catalysts: [OH-].[OH-].[Pd+2] (Pearlman's catalyst). The product is N1C(=CC=C1)C(=O)N1CCC(CC1)N(C1=NC=CC=C1CC(C)C)CC (1-[Pyrrole-2-carbonyl]-4-(N-ethyl-N-(3-(2-methylpropyl)-2-pyridinyl)amino)piperidine). As a reaction SMILES: C([N:8]1[CH2:13][CH2:12][CH:11]([N:14]([CH2:25][CH3:26])[C:15]2[C:20]([CH:21]=[C:22]([CH3:24])[CH3:23])=[CH:19][CH:18]=[CH:17][N:16]=2)[CH2:10][CH2:9]1)C1C=CC=CC=1.C1N=CN(C(N2C=NC=C2)=O)C=1.[NH:39]1[CH:43]=[CH:42][CH:41]=[C:40]1[C:44]([OH:46])=O>[OH-].[OH-].[Pd+2]>[NH:39]1[CH:43]=[CH:42][CH:41]=[C:40]1[C:44]([N:8]1[CH2:13][CH2:12][CH:11]([N:14]([CH2:25][CH3:26])[C:15]2[C:20]([CH2:21][CH:22]([CH3:23])[CH3:24])=[CH:19][CH:18]=[CH:17][N:16]=2)[CH2:10][CH2:9]1)=[O:46] |f:3.4.5|. Reported procedure: Following the general procedure of EXAMPLE 20 and making non-critical variations but starting with 1-benzyl-4-[N-ethyl-N-(3-(2-methyl-1-propenyl)-2-pyridinyl)amino]piperidine (XXII, EXAMPLE 17, 0.67 g, 1.92 mmol), Pearlman's catalyst (0.1 g), CDI (0.31 g, 1.92 mmol) and pyrrole-2-carboxylic acid (0.213 g, 1.92 mmol), the title compound is obtained, HRMS Calcd. for C21H30N4O=354.2419, found=354.2413.